From a dataset of the Open Reaction Database (ORD), a public repository of structured organic reaction records. describe an organic reaction: reactants, conditions, products, and yield Starting materials: C1=NC=CC2=CC(=CC=C12)C(=O)O (isoquinoline-6-carboxylic acid), NNC(=S)N (thiosemicarbazide). The solvent is P(=O)(Cl)(Cl)Cl (phosphorus oxychloride). Conditions: temperature 80 celsius. Yields the product C1=NC=CC2=CC(=CC=C12)C1=NN=C(S1)N (5-Isoquinolin-6-yl-[1,3,4]thiadiazol-2-ylamine), crude product. Isolated yield 85.0%. Reaction SMILES: [CH:1]1[C:10]2[C:5](=[CH:6][C:7]([C:11](O)=O)=[CH:8][CH:9]=2)[CH:4]=[CH:3][N:2]=1.[NH2:14][NH:15][C:16]([NH2:18])=[S:17]>P(Cl)(Cl)(Cl)=O>[CH:1]1[C:10]2[C:5](=[CH:6][C:7]([C:11]3[S:17][C:16]([NH2:18])=[N:15][N:14]=3)=[CH:8][CH:9]=2)[CH:4]=[CH:3][N:2]=1. Procedure: Commercially available isoquinoline-6-carboxylic acid (15.4 g, 89 mmol) and thiosemicarbazide (12.2 g, 133 mmol) were mixed in 150 ml phosphorus oxychloride. The mixture was heated at 80° C. for 60 hours. After removing the excess phosphorus oxychloride via rotatory evaporation at a reduced pressure, the remaining residue was mixed with ice water and the pH increased to pH 12 with KOH. After filtration and washing with water, a yellow amorphous solid 1a was obtained as the crude product (17 g, y... Starting materials: CCOC(=O)CBr, O=C([O-])[O-], CN(C)C=O, [K+], [K+], O=C1CCc2ccc(O)c([N+](=O)[O-])c21. Product: CCOC(=O)COc1ccc2c(c1[N+](=O)[O-])C(=O)CC2. RXN SMILES: [Br:21][CH2:22][C:23](=[O:24])[O:25][CH2:26][CH3:27].[C:15](=[O:16])([O-:17])[O-:18].[CH3:28][N:29]([CH3:30])[CH:31]=[O:32].[K+:19].[K+:20].[OH:1][c:2]1[cH:3][cH:4][c:5]2[c:9]([c:10]1[N+:11](=[O:12])[O-:13])[C:8](=[O:14])[CH2:7][CH2:6]2>>[O:1]([c:2]1[cH:3][cH:4][c:5]2[c:9]([c:10]1[N+:11](=[O:12])[O-:13])[C:8](=[O:14])[CH2:7][CH2:6]2)[CH2:22][C:23](=[O:24])[O:25][CH2:26][CH3:27]. Reactants: CC(=O)Nc1cccc2c1CCC2, CC(C)=O, [K+], [Mg+2], O=[Mn](=O)(=O)[O-], O=S(=O)([O-])[O-], O. Yields the product CC(=O)Nc1cccc2c1C(=O)CC2. Reaction SMILES: [CH2:1]1[CH2:2][CH2:3][c:4]2[c:5]([NH:10][C:11]([CH3:12])=[O:13])[cH:6][cH:7][cH:8][c:9]21.[CH3:26][C:27](=[O:28])[CH3:29].[K+:25].[Mg+2:14].[Mn:20]([O-:21])(=[O:22])(=[O:23])=[O:24].[O-:15][S:16](=[O:17])(=[O:18])[O-:19].[OH2:30]>>[CH2:1]1[CH2:2][C:3](=[O:15])[c:4]2[c:5]([NH:10][C:11]([CH3:12])=[O:13])[cH:6][cH:7][cH:8][c:9]21. Yields the product CCSC1(SCC)C(=O)CC2C3CCC4=CC(=O)C=CC4(C)C3(F)C(O)CC21C. Starting materials: CCSC1(SCC)C(=O)CC2C3CCC4=CC(=O)C=CC4(C)C3(F)C(OC(C)=O)CC21C, CO, [Na+], C1CCOC1, [OH-], O. RXN SMILES: [C:1](=[O:2])([CH3:3])[O:4][CH:5]1[C:6]2([F:32])[C:7]3([CH3:31])[CH:8]=[CH:9][C:10](=[O:30])[CH:11]=[C:12]3[CH2:13][CH2:14][CH:15]2[CH:16]2[CH2:17][C:18](=[O:29])[C:19]([S:23][CH2:24][CH3:25])([S:26][CH2:27][CH3:28])[C:20]2([CH3:21])[CH2:22]1.[CH3:36][OH:37].[Na+:34].[O:38]1[CH2:39][CH2:40][CH2:41][CH2:42]1.[OH-:33].[OH2:35]>>[OH:4][CH:5]1[C:6]2([F:32])[C:7]3([CH3:31])[CH:8]=[CH:9][C:10](=[O:30])[CH:11]=[C:12]3[CH2:13][CH2:14][CH:15]2[CH:16]2[CH2:17][C:18](=[O:29])[C:19]([S:23][CH2:24][CH3:25])([S:26][CH2:27][CH3:28])[C:20]2([CH3:21])[CH2:22]1. The reactants are COC=1C=CC2=C(C(=CO2)CCI)C1 (2-(5-methoxy-1-benzofuran-3-yl)ethyl iodide), CC=1C=C2C=CC=NC2=C(C1)N1CCNCC1 (6-methyl-8-piperazino quinoline). Yields the product COC=1C=CC2=C(C(=CO2)CCN2CCN(CC2)C=2C=C(C=C3C=CC=NC23)C)C1 (8-{4-[2-(5-methoxy-1-benzofuran-3-yl)ethyl]-1-piperazinyl}-6-methyl-quinoline). Reaction SMILES: [CH3:1][O:2][C:3]1[CH:4]=[CH:5][C:6]2[O:10][CH:9]=[C:8]([CH2:11][CH2:12]I)[C:7]=2[CH:14]=1.[CH3:15][C:16]1[CH:17]=[C:18]2[C:23](=[C:24]([N:26]3[CH2:31][CH2:30][NH:29][CH2:28][CH2:27]3)[CH:25]=1)[N:22]=[CH:21][CH:20]=[CH:19]2>>[CH3:1][O:2][C:3]1[CH:4]=[CH:5][C:6]2[O:10][CH:9]=[C:8]([CH2:11][CH2:12][N:29]3[CH2:30][CH2:31][N:26]([C:24]4[CH:25]=[C:16]([CH3:15])[CH:17]=[C:18]5[C:23]=4[N:22]=[CH:21][CH:20]=[CH:19]5)[CH2:27][CH2:28]3)[C:7]=2[CH:14]=1. Procedure: 8-{4-[2-(5-methoxy-1-benzofuran-3-yl)ethyl]-1-piperazinyl}-6-methyl-quinoline was prepared by generally following the procedure outlined in example 21, step 6, starting from 2-(5-methoxy-1-benzofuran-3-yl)ethyl iodide (301 mg, 1 mmol) and 6-methyl-8-piperazino quinoline (227 mg, 1 mmol). The product was purified by silica-gel column chromatography by eluting it initially with 80% ethyl acetate:hexane and then with 5% methanol:ethyl acetate, yielding a brown oil. Yield: 150 mg (37%); (M+H): 402; ... The reactants are ClC1=CC=C(C=C1)S(=O)(=O)N1C[C@@H](CCC1)NC1=NC=CC(=N1)C1=C(N=C2SC=CN21)C=2C=C(C(=O)N(C)OC)C=CC2 (3-(5-{2-[(R)-1-(4-chloro-benzenesulfonyl)-piperidin-3-ylamino]-pyrimidin-4-yl}-imidazo[2,1-b]thiazol-6-yl)-N-methoxy-N-methyl-benzamide), [H-].[Al+3].[Li+].[H-].[H-].[H-] (lithium aluminum hydride). Solvent: O1CCCC1 (tetrahydrofuran). Reaction conditions: temperature 0 celsius, time 30 minute. Yields the product ClC1=CC=C(C=C1)S(=O)(=O)N1C[C@@H](CCC1)NC1=NC=CC(=N1)C1=C(N=C2SC=CN21)C=2C=C(C=O)C=CC2 (3-{5-[2-({(3R)-1-[(4-chlorophenyl)sulfonyl]piperidin-3-yl}amino)pyrimidin-4-yl]imidazo[2,1-b][1,3]thiazol-6-yl}benzaldehyde). Yield: 73.1%. As a reaction SMILES: [Cl:1][C:2]1[CH:7]=[CH:6][C:5]([S:8]([N:11]2[CH2:16][CH2:15][CH2:14][C@@H:13]([NH:17][C:18]3[N:23]=[C:22]([C:24]4[N:31]5[C:27]([S:28][CH:29]=[CH:30]5)=[N:26][C:25]=4[C:32]4[CH:33]=[C:34]([CH:41]=[CH:42][CH:43]=4)[C:35](N(OC)C)=[O:36])[CH:21]=[CH:20][N:19]=3)[CH2:12]2)(=[O:10])=[O:9])=[CH:4][CH:3]=1.[H-].[Al+3].[Li+].[H-].[H-].[H-]>O1CCCC1>[Cl:1][C:2]1[CH:7]=[CH:6][C:5]([S:8]([N:11]2[CH2:16][CH2:15][CH2:14][C@@H:13]([NH:17][C:18]3[N:23]=[C:22]([C:24]4[N:31]5[C:27]([S:28][CH:29]=[CH:30]5)=[N:26][C:25]=4[C:32]4[CH:33]=[C:34]([CH:41]=[CH:42][CH:43]=4)[CH:35]=[O:36])[CH:21]=[CH:20][N:19]=3)[CH2:12]2)(=[O:10])=[O:9])=[CH:4][CH:3]=1 |f:1.2.3.4.5.6|. Procedure details: To a solution of 3-(5-{2-[(R)-1-(4-chloro-benzenesulfonyl)-piperidin-3-ylamino]-pyrimidin-4-yl}-imidazo[2,1-b]thiazol-6-yl)-N-methoxy-N-methyl-benzamide (0.05 g, 0.078 mmol) in anhydrous tetrahydrofuran (THF) (3.0 mL) at 0° C. was added a solution of lithium aluminum hydride (LAH) (2.0 M in THF) (0.078 mL, 0.15 mmol). The mixture was stirred at 0° C. for 30 minutes, then quenched with methanol (0.5 mL), diluted with dichloromethane (5 mL), washed with a solution of 10% aqueous potassium sodium t... Reactants: C(\C=C\C(=O)O)(=O)O (fumaric acid). The solvent is C(C)O (ethanol). Product: C(\C=C\C(=O)O)(=O)O.C(C)=O (ethanone fumarate). Reaction SMILES: [C:1]([OH:8])(=[O:7])/[CH:2]=[CH:3]/[C:4]([OH:6])=[O:5]>C(O)C>[C:1]([OH:8])(=[O:7])/[CH:2]=[CH:3]/[C:4]([OH:6])=[O:5].[CH:4](=[O:5])[CH3:3] |f:2.3|. Procedure: A stirred mixture of 6-chloro-3-(4-piperidinyl)-1,2-benzisoxazole (4.7 g, 20 mmol), 1-[4-(4-bromobutoxy)-3-methoxyphenyl]ethanone (6.0 g, 20 mmol), K2CO3 (2.8 g) and acetonitrile (120 ml) was refluxed for 16 hours. The reaction was allowed to cool, filtered, and the filtrate was concentrated to 9.9 g of a brown oil. The oil was chromatographed on a Waters Prep 500 utilizing silica gel columns and eluting with methylene chloride/methanol (5%). Concentration of the appropriate fractions afforded 2...